describe an organic reaction: reactants, conditions, products, and yield From a dataset of the Open Reaction Database (ORD), a public repository of structured organic reaction records. Starting materials: CC(C)(C)OC(=O)N1CCCC(S(=O)(=O)c2ccccc2)C1=O, Cc1ccccc1. Product: CC(C)(C)OC(=O)N1CCC=CC1=O. RXN SMILES: [C:1]([CH3:2])([CH3:3])([CH3:4])[O:5][C:6](=[O:7])[N:8]1[C:9](=[O:23])[CH:10]([S:14]([c:15]2[cH:16][cH:17][cH:18][cH:19][cH:20]2)(=[O:21])=[O:22])[CH2:11][CH2:12][CH2:13]1.[CH3:24][c:25]1[cH:26][cH:27][cH:28][cH:29][cH:30]1>>[C:1]([CH3:2])([CH3:3])([CH3:4])[O:5][C:6](=[O:7])[N:8]1[C:9](=[O:23])[CH:10]=[CH:11][CH2:12][CH2:13]1. The reactants are C(C)OC(C(C(=O)NCC1=CC(=CC(=C1)F)F)C)=O (N-(3,5-difluoro-benzyl)-2-methyl-malonamic acid ethyl ester), [OH-].[Li+] (lithium hydroxide). The solvent is C(C)O (ethanol), O (water). Product: FC=1C=C(CNC(C(C(=O)O)C)=O)C=C(C1)F (N-(3,5-Difluoro-benzyl)-2-methyl-malonamic acid). RXN SMILES: C([O:3][C:4](=[O:19])[CH:5]([CH3:18])[C:6]([NH:8][CH2:9][C:10]1[CH:15]=[C:14]([F:16])[CH:13]=[C:12]([F:17])[CH:11]=1)=[O:7])C.[OH-].[Li+]>C(O)C.O>[F:16][C:14]1[CH:15]=[C:10]([CH:11]=[C:12]([F:17])[CH:13]=1)[CH2:9][NH:8][C:6](=[O:7])[CH:5]([CH3:18])[C:4]([OH:19])=[O:3] |f:1.2|. Procedure details: To a solution of 4.0 g (14.75 mmol) N-(3,5-difluoro-benzyl)-2-methyl-malonamic acid ethyl ester in 300 ml of ethanol, 15 ml of water and 1.41 g (59 mmol) of lithium hydroxide were added and the mixture was refluxed for 5 hours. After concentration in vacuo water (50 ml) was added and the mixture was extracted with dichloromethane (three times 30 ml). The aqueous phase was acidified with 8 N hydrochloric acid and extracted with dichloromethane (four times 30 ml). Starting materials: C(CC1=CC=CC=C1)N (phenethylamine), ClC=1C2=C(N=C(N1)C=1C=NC=CC1)SC(=C2)CC (4-chloro-2-(pyridin-3-yl)-6-ethyl-thieno-[2,3-d]-pyrimidine). The product is N1=CC(=CC=C1)C=1N=C(C2=C(N1)SC(=C2)CC)NCCC2=CC=CC=C2 (2-(pyridin-3-yl)-4-phenethylamino-6-ethyl-thieno-[2,3-d]-pyrimidine). Reaction SMILES: [CH2:1]([NH2:9])[CH2:2][C:3]1[CH:8]=[CH:7][CH:6]=[CH:5][CH:4]=1.Cl[C:11]1[C:12]2[CH:25]=[C:24]([CH2:26][CH3:27])[S:23][C:13]=2[N:14]=[C:15]([C:17]2[CH:18]=[N:19][CH:20]=[CH:21][CH:22]=2)[N:16]=1>>[N:19]1[CH:20]=[CH:21][CH:22]=[C:17]([C:15]2[N:16]=[C:11]([NH:9][CH2:1][CH2:2][C:3]3[CH:8]=[CH:7][CH:6]=[CH:5][CH:4]=3)[C:12]3[CH:25]=[C:24]([CH2:26][CH3:27])[S:23][C:13]=3[N:14]=2)[CH:18]=1. Procedure details: With the procedure of Example 1, the reaction of phenethylamine with 4-chloro-2-(pyridin-3-yl)-6-ethyl-thieno-[2,3-d]-pyrimidine yields 2-(pyridin-3-yl)-4-phenethylamino-6-ethyl-thieno-[2,3-d]-pyrimidine. Starting materials: BrCCc1ccccc1, O=C([O-])[O-], COc1cccc(C2CCCN2)c1, CC#N, [K+], [K+]. Product: COc1cccc(C2CCCN2CCc2ccccc2)c1. As a reaction SMILES: [Br:14][CH2:15][CH2:16][c:17]1[cH:18][cH:19][cH:20][cH:21][cH:22]1.[C:23](=[O:24])([O-:25])[O-:26].[CH3:1][O:2][c:3]1[cH:4][c:5]([CH:9]2[NH:10][CH2:11][CH2:12][CH2:13]2)[cH:6][cH:7][cH:8]1.[CH3:29][C:30]#[N:31].[K+:27].[K+:28]>>[CH3:1][O:2][c:3]1[cH:4][c:5]([CH:9]2[N:10]([CH2:15][CH2:16][c:17]3[cH:18][cH:19][cH:20][cH:21][cH:22]3)[CH2:11][CH2:12][CH2:13]2)[cH:6][cH:7][cH:8]1.